This data is from the Open Reaction Database (ORD), a public repository of structured organic reaction records. The task is: describe an organic reaction: reactants, conditions, products, and yield Reactants: [BH4-].[Li+] (lithium borohydride), ClC1=CC=C(C=2N(C(=NC21)NC=2C(=NC=CC2)OC)CCCC(=O)OCC)C(CC)CC (ethyl 4-{4-chloro-7-(1-ethylpropyl)-2-[(2-methoxypyridin-3-yl)amino]-1H-benzimidazol-1-yl}butanoate). Run in O1CCCC1 (tetrahydrofuran). Conditions: time 6 hour. The product is ClC1=CC=C(C=2N(C(=NC21)NC=2C(=NC=CC2)OC)CCCCO)C(CC)CC (4-{4-Chloro-7-(1-ethylpropyl)-2-[(2-methoxypyridin-3-yl)amino]-1H-benzimidazol-1-yl}butan-1-ol). Isolated yield 86.1%. Reaction SMILES: [BH4-].[Li+].[Cl:3][C:4]1[C:12]2[N:11]=[C:10]([NH:13][C:14]3[C:15]([O:20][CH3:21])=[N:16][CH:17]=[CH:18][CH:19]=3)[N:9]([CH2:22][CH2:23][CH2:24][C:25](OCC)=[O:26])[C:8]=2[C:7]([CH:30]([CH2:33][CH3:34])[CH2:31][CH3:32])=[CH:6][CH:5]=1>O1CCCC1>[Cl:3][C:4]1[C:12]2[N:11]=[C:10]([NH:13][C:14]3[C:15]([O:20][CH3:21])=[N:16][CH:17]=[CH:18][CH:19]=3)[N:9]([CH2:22][CH2:23][CH2:24][CH2:25][OH:26])[C:8]=2[C:7]([CH:30]([CH2:33][CH3:34])[CH2:31][CH3:32])=[CH:6][CH:5]=1 |f:0.1|. Reported procedure: To a suspension of lithium borohydride (45.6 mg, 2.09 mmol) in tetrahydrofuran (5 mL) was added ethyl 4-{4-chloro-7-(1-ethylpropyl)-2-[(2-methoxypyridin-3-yl)amino]-1H-benzimidazol-1-yl}butanoate (320 mg, 0.697 mmol) at 0° C. The mixture was stirred at room temperature for 6 hr. The reaction mixture was quenched with water and extracted with ethyl acetate (×3). The organics were dried over anhydrous magnesium sulfate, filtered, and concentrated in vacuo. The residue was purified by silica gel co...